Dataset: the Open Reaction Database (ORD), a public repository of structured organic reaction records. Task: describe an organic reaction: reactants, conditions, products, and yield Reactants: BrC1=CC=2CC(C3CCCCC3C2C=C1O)C1=CC=C(C=C1)O (2-Bromo-9-(4-hydroxy-phenyl)-4b,5,6,7,8,8a,9,10-octahydro-phenanthren-3-ol), CuCl2, C[O-].[Na+] (NaOMe), CN(C)C=O (DMF). Solvent: C(C)(=O)OCC (ethyl acetate). Product: ethyl acetate hexanes, OC1=CC=C(C=C1)C1C2CCCCC2C=2C=C(C(=CC2C1)OC)O (9-(4-Hydroxy-phenyl)-2-methoxy-4b,5,6,7,8,8a,9,10-octahydro-phenanthren-3-ol). The yield is 100.0%. As a reaction SMILES: Br[C:2]1[C:15]([OH:16])=[CH:14][C:13]2[CH:12]3[CH:7]([CH2:8][CH2:9][CH2:10][CH2:11]3)[CH:6]([C:17]3[CH:22]=[CH:21][C:20]([OH:23])=[CH:19][CH:18]=3)[CH2:5][C:4]=2[CH:3]=1.C[O-].[Na+].CN([CH:30]=[O:31])C>C(OCC)(=O)C>[OH:23][C:20]1[CH:19]=[CH:18][C:17]([CH:6]2[CH2:5][C:4]3[CH:13]=[C:14]([O:31][CH3:30])[C:15]([OH:16])=[CH:2][C:3]=3[CH:12]3[CH:7]2[CH2:8][CH2:9][CH2:10][CH2:11]3)=[CH:22][CH:21]=1 |f:1.2|. Procedure details: Combine 2-Bromo-9-(4-hydroxy-phenyl)-4b,5,6,7,8,8a,9,10-octahydro-phenanthren-3-ol (chiral) (0.033 g, 0.09 mmol), CuCl2 (0.008 g, 0.06 mmol), 5 M NaOMe (in methanol, 1.5 ml), DMF (0.5 ml) and heat 15 hours at 110° C. Cool, add ethyl acetate and wash with 1N HCl, then water. Dry organic layer over anhydrous sodium sulfate and remove solvent in vacuo. Chromatograph over silica gel 2× first with 20% ethyl acetate/hexanes, then 5-20% ethyl acetate/hexanes to yield the titled compound (0.010 g, 100%)... The reactants are ClC1=C(C(=O)O)C=C(C=C1)S(=O)(=O)C (2-Chloro-5-methanesulfonyl-benzoic acid), FC(C1=CC=C(C=C1)N1CCNCC1)(F)F (1-(4-trifluromethylphenyl)piperazine), CN(C)C(=[N+](C)C)ON1C2=C(C=CC=C2)N=N1.[B-](F)(F)(F)F (TBTU), C(C)N(C(C)C)C(C)C (N-ethyldiisopropylamine). Solvent: CN(C=O)C (dimethylformamide). Run at time 2 hour. Product: ClC1=C(C=C(C=C1)S(=O)(=O)C)C(=O)N1CCN(CC1)C1=CC=C(C=C1)C(F)(F)F ((2-Chloro-5-methanesulfonyl-phenyl)-[4-(4-trifluoromethyl-phenyl)-piperazin-1-yl]-methanone). The yield is 88.4%. Reaction SMILES: [Cl:1][C:2]1[CH:10]=[CH:9][C:8]([S:11]([CH3:14])(=[O:13])=[O:12])=[CH:7][C:3]=1[C:4]([OH:6])=O.CN(C(ON1N=NC2C=CC=CC1=2)=[N+](C)C)C.[B-](F)(F)(F)F.C(N(C(C)C)C(C)C)C.[F:46][C:47]([F:61])([F:60])[C:48]1[CH:53]=[CH:52][C:51]([N:54]2[CH2:59][CH2:58][NH:57][CH2:56][CH2:55]2)=[CH:50][CH:49]=1>CN(C)C=O>[Cl:1][C:2]1[CH:10]=[CH:9][C:8]([S:11]([CH3:14])(=[O:13])=[O:12])=[CH:7][C:3]=1[C:4]([N:57]1[CH2:56][CH2:55][N:54]([C:51]2[CH:50]=[CH:49][C:48]([C:47]([F:60])([F:61])[F:46])=[CH:53][CH:52]=2)[CH2:59][CH2:58]1)=[O:6] |f:1.2|. Procedure details: To a solution of 2-Chloro-5-methanesulfonyl-benzoic acid (102 mg, 0.43 mmol) in dimethylformamide (20 ml) were successively added TBTU (153 mg, 0.48 mmol), N-ethyldiisopropylamine (0.28 ml, 2.17 mmol) and 1-(4-trifluromethylphenyl)piperazine (ABCR F07741NB, [30459-17-7], 100 mg, 0.43 mmol). The reaction was then stirred at room temperature for two hours, then concentrated in vacuo and purified by column chromatography (SiO2, 50 g, heptane/ethylacetate=0 to 100%), to give the title compound as a ... Starting materials: C[O-], CO, Cc1ccccc1, COC(=O)Cc1cccc(C(F)(F)F)c1, N#CCc1ccccc1, [Na+]. Product: N#CC(C(=O)Cc1cccc(C(F)(F)F)c1)c1ccccc1. Reaction SMILES: [CH3:1][O-:2].[CH3:35][OH:36].[CH3:4][c:5]1[cH:6][cH:7][cH:8][cH:9][cH:10]1.[F:11][C:12]([c:13]1[cH:14][c:15]([CH2:19][C:20]([O:22][CH3:21])=[O:23])[cH:16][cH:17][cH:18]1)([F:24])[F:25].[N:26]#[C:27][CH2:28][c:29]1[cH:30][cH:31][cH:32][cH:33][cH:34]1.[Na+:3]>>[F:11][C:12]([c:13]1[cH:14][c:15]([CH2:19][C:20](=[O:22])[CH:28]([C:27]#[N:26])[c:29]2[cH:30][cH:31][cH:32][cH:33][cH:34]2)[cH:16][cH:17][cH:18]1)([F:24])[F:25]. Starting materials: CCN=C=NCCCN(C)C, COc1cc2nccc(Oc3ccc(OCC(=O)O)cc3)c2cc1OC, COc1ccc(N)cc1, ClC(Cl)Cl, Cl, [Na+], O, On1nnc2ccccc21, O=C([O-])O. The product is COc1ccc(NC(=O)COc2ccc(Oc3ccnc4cc(OC)c(OC)cc34)cc2)cc1. As a reaction SMILES: [CH2:28]([N:29]=[C:30]=[N:31][CH2:32][CH2:33][CH2:34][N:35]([CH3:36])[CH3:37])[CH3:38].[CH3:1][O:2][c:3]1[cH:4][c:5]2[c:6]([O:15][c:16]3[cH:17][cH:18][c:19]([O:20][CH2:21][C:22](=[O:23])[OH:24])[cH:25][cH:26]3)[cH:7][cH:8][n:9][c:10]2[cH:11][c:12]1[O:13][CH3:14].[CH3:50][O:51][c:52]1[cH:53][cH:54][c:55]([NH2:58])[cH:56][cH:57]1.[CH:64]([Cl:65])([Cl:66])[Cl:67].[ClH:27].[Na+:59].[OH2:49].[OH:39][n:40]1[c:41]2[c:42]([cH:43][cH:44][cH:45][cH:46]2)[n:47][n:48]1.[OH:60][C:61](=[O:62])[O-:63]>>[CH3:1][O:2][c:3]1[cH:4][c:5]2[c:6]([O:15][c:16]3[cH:17][cH:18][c:19]([O:20][CH2:21][C:22](=[O:24])[NH:58][c:55]4[cH:54][cH:53][c:52]([O:51][CH3:50])[cH:57][cH:56]4)[cH:25][cH:26]3)[cH:7][cH:8][n:9][c:10]2[cH:11][c:12]1[O:13][CH3:14]. Run at temperature 6 celsius, time 8 hour. Reported procedure: The N-Acetylprocainamide probe was prepared as follows: 1.0 mg desethyl-N-Acetylprocainamide was placed in a 3.0 ml reaction vial and dissolved with 100 μl DMF. In a separate vial, caged dicarboxy silicon phthalocyanine (1.0 mg) was dissolved in 400 μl DMF and then transferred to the reaction vial along with 200 μl of wash DMF for a total of 600 μl. To the reaction vial was added 4.2 mg HOBT, dissolved and mixed well. To make the final reaction mixture, 10.5 mg EDAC was added and mixed thoroughl... Solvent: CN(C)C=O (DMF), CN(C)C=O (DMF), CN(C)C=O (DMF). Reaction SMILES: [CH3:1][CH2:2][NH:3][CH2:4][CH2:5][NH:6][C:7]([C:9]1[CH:14]=[CH:13][C:12]([NH:15][C:16]([CH3:18])=[O:17])=[CH:11][CH:10]=1)=[O:8].[CH:19]1C=CC2N(O)N=NC=2[CH:24]=1.CCN=C=NCCCN(C)C>CN(C=O)C>[CH3:1][CH2:2][N:3]([CH2:4][CH2:5][NH:6][C:7]([C:9]1[CH:10]=[CH:11][C:12]([NH:15][C:16]([CH3:18])=[O:17])=[CH:13][CH:14]=1)=[O:8])[CH2:19][CH3:24]. Starting materials: CCNCCNC(=O)C1=CC=C(C=C1)NC(=O)C (desethyl-N-Acetylprocainamide), dicarboxy silicon phthalocyanine, CCN=C=NCCCN(C)C (EDAC), C=1C=CC2=C(C1)N=NN2O (HOBT). Yields the product CCN(CC)CCNC(=O)C1=CC=C(C=C1)NC(=O)C (N-Acetylprocainamide). Reactants: ON=C(C1=CN=CC=C1)Cl (N-Hydroxynicotinimidoyl chloride), C(#C)C=1C=C(N)C=CC1 (3-ethynylaniline), N (NH3). The product is NC=1C=C(C=CC1)C1=CC(=NO1)C=1C=NC=CC1 (5-(3-Aminophenyl)-3-(pyridin-3-yl)isoxazole). RXN SMILES: [OH:1][N:2]=[C:3](Cl)[C:4]1[CH:9]=[CH:8][CH:7]=[N:6][CH:5]=1.[C:11]([C:13]1[CH:14]=[C:15]([CH:17]=[CH:18][CH:19]=1)[NH2:16])#[CH:12].N>>[NH2:16][C:15]1[CH:14]=[C:13]([C:11]2[O:1][N:2]=[C:3]([C:4]3[CH:5]=[N:6][CH:7]=[CH:8][CH:9]=3)[CH:12]=2)[CH:19]=[CH:18][CH:17]=1. Reported procedure: The titled compound was prepared according to Method CB using the product of Example 1A (78 mg, 0.5 mmol) and 3-ethynylaniline (Aldrich, 59 mg, 0.5 mmol). 1H NMR (300 MHz, MeOH-d4) δ 6.83 (dt, J=7.5, 1.9 Hz, 1H), 7.10-7.33 (m, 4H), 7.59 (dd, J=8.0, 4.9 Hz, 1H), 8.35 (dt, J=8.1, 1.9 Hz, 1H), 8.65 (dd, J=4.9, 1.5 Hz, 1H), 9.08 (d, J=1.4 Hz, 1H) ppm; MS (DCI/NH3) m/z 238 (M+H)+.